describe an organic reaction: reactants, conditions, products, and yield From a dataset of the Open Reaction Database (ORD), a public repository of structured organic reaction records. Starting materials: CC1=NC(=NC(=C1)C)O[C@H](C(=O)O)[C@@]1(C2=C(N(C(CN1)=O)C)C=CC=C2)C2=CC=CC=C2 ((±)-(S*)-(4,6-dimethyl-pyrimidin-2-yloxy)-((5S*)-1-methyl-2-oxo-5-phenyl-2,3,4,5-tetrahydro-1H-benzo[e][1,4]diazepin-5-yl)-acetic acid), C(C)=O (acetaldehyde). The product is C(C)N1CC(N(C2=C([C@@]1(C1=CC=CC=C1)[C@@H](C(=O)O)OC1=NC(=CC(=N1)C)C)C=CC=C2)C)=O ((±)-(S*)-((5S*)-4-ethyl-1-methyl-2-oxo-5-phenyl-2,3,4,5-tetrahydro-1H-benzo[e][1,4]diazepin-5-yl)-(4,6-dimethyl-pyrimidin-2-yloxy)-acetic acid). Reaction SMILES: [CH3:1][C:2]1[CH:7]=[C:6]([CH3:8])[N:5]=[C:4]([O:9][C@@H:10]([C@@:14]2([C:27]3[CH:32]=[CH:31][CH:30]=[CH:29][CH:28]=3)[NH:20][CH2:19][C:18](=[O:21])[N:17]([CH3:22])[C:16]3[CH:23]=[CH:24][CH:25]=[CH:26][C:15]2=3)[C:11]([OH:13])=[O:12])[N:3]=1.[CH:33](=O)[CH3:34]>>[CH2:33]([N:20]1[C@@:14]([C@H:10]([O:9][C:4]2[N:3]=[C:2]([CH3:1])[CH:7]=[C:6]([CH3:8])[N:5]=2)[C:11]([OH:13])=[O:12])([C:27]2[CH:28]=[CH:29][CH:30]=[CH:31][CH:32]=2)[C:15]2[CH:26]=[CH:25][CH:24]=[CH:23][C:16]=2[N:17]([CH3:22])[C:18](=[O:21])[CH2:19]1)[CH3:34]. Reported procedure: (±)-(S*)-((5S*)-4-ethyl-1-methyl-2-oxo-5-phenyl-2,3,4,5-tetrahydro-1H-benzo[e][1,4]diazepin-5-yl)-(4,6-dimethyl-pyrimidin-2-yloxy)-acetic acid is prepared starting from (±)-(S*)-((5S*)-1-methyl-2-oxo-5-phenyl-2,3,4,5-tetrahydro-1H-benzo[e][1,4]diazepin-5-yl)-(4,6-dimethyl-pyrimidin-2-yloxy)-acetic acid (Example 49) and acetaldehyde in analogy to Example 127. LC-MS1: tR=0.75 min, [M+1]+=461.16. The reactants are NC=1SC=C(N1)C1=CC=C(C=C1)NC(C)=O (N-[4-(2-amino-1,3-thiazol-4-yl)phenyl]acetamide), ClC1=C(C(=CC(=C1)Cl)C)S(=O)(=O)Cl (2,4-dichloro-6-methylbenzenesulfonyl chloride). Yields the product ClC1=C(C(=CC(=C1)Cl)C)S(=O)(=O)NC=1SC=C(N1)C1=CC=C(C=C1)NC(C)=O (N-[4-(2-{[(2,4-dichloro-6-methylphenyl)sulfonyl]amino}-1,3-thiazol-4-yl)phenyl]acetamide), solid. As a reaction SMILES: [NH2:1][C:2]1[S:3][CH:4]=[C:5]([C:7]2[CH:12]=[CH:11][C:10]([NH:13][C:14](=[O:16])[CH3:15])=[CH:9][CH:8]=2)[N:6]=1.[Cl:17][C:18]1[CH:23]=[C:22]([Cl:24])[CH:21]=[C:20]([CH3:25])[C:19]=1[S:26](Cl)(=[O:28])=[O:27]>>[Cl:17][C:18]1[CH:23]=[C:22]([Cl:24])[CH:21]=[C:20]([CH3:25])[C:19]=1[S:26]([NH:1][C:2]1[S:3][CH:4]=[C:5]([C:7]2[CH:8]=[CH:9][C:10]([NH:13][C:14](=[O:16])[CH3:15])=[CH:11][CH:12]=2)[N:6]=1)(=[O:28])=[O:27]. Procedure details: The title compound was prepared N-[4-(2-amino-1,3-thiazol-4-yl)phenyl]acetamide and 2,4-dichloro-6-methylbenzenesulfonyl chloride as described in the synthetic METHOD B to give a white-yellow solid (8.1 mg) with purity >80%. MS (pos) m/z 456.2, 458.1. The reactants are CCOC(=O)c1cnc2cc(OC)ccc2c1, CO, N. Yields the product COc1ccc2cc(C(N)=O)cnc2c1. Reaction SMILES: [CH2:1]([O:3][C:4](=[O:2])[c:6]1[cH:7][n:8][c:9]2[cH:10][c:11]([O:16][CH3:17])[cH:12][cH:13][c:14]2[cH:15]1)[CH3:5].[CH3:19][OH:20].[NH3:18]>>[O:3]=[C:4]([c:6]1[cH:7][n:8][c:9]2[cH:10][c:11]([O:16][CH3:17])[cH:12][cH:13][c:14]2[cH:15]1)[NH2:18].